This data is from the Open Reaction Database (ORD), a public repository of structured organic reaction records. The task is: describe an organic reaction: reactants, conditions, products, and yield Starting materials: ClS(=O)(=O)C=1C=C(C(=O)OC)C=C(C1)C(=O)N(CCC)CCC (Methyl 3-(chlorosulfonyl)-5-[(dipropylamino)carbonyl]- benzoate), N (ammonia). Run in C1CCOC1 (THF). Run at time 18 hour. Product: NS(=O)(=O)C=1C=C(C(=O)OC)C=C(C1)C(=O)N(CCC)CCC (Methyl 3-(aminosulfonyl)-5-[(dipropylamino)carbonyl]- benzoate). As a reaction SMILES: Cl[S:2]([C:5]1[CH:6]=[C:7]([CH:12]=[C:13]([C:15]([N:17]([CH2:21][CH2:22][CH3:23])[CH2:18][CH2:19][CH3:20])=[O:16])[CH:14]=1)[C:8]([O:10][CH3:11])=[O:9])(=[O:4])=[O:3].[NH3:24]>C1COCC1>[NH2:24][S:2]([C:5]1[CH:6]=[C:7]([CH:12]=[C:13]([C:15]([N:17]([CH2:21][CH2:22][CH3:23])[CH2:18][CH2:19][CH3:20])=[O:16])[CH:14]=1)[C:8]([O:10][CH3:11])=[O:9])(=[O:4])=[O:3]. Reported procedure: To a solution of methyl 3-(chlorosulfonyl)-5-[(dipropylamino)carbonyl]benzoate (XXXVII, PREPARATION 11, 0.100 g, 0.300 mmol) in dry THF (3 mL) is added ammonia (7 N solution in methanol, 0.214 mL, 1.50 mmol). The mixture is stirred for 18 hours and solvent is then removed. The residue is partitioned between ethyl acetate and water. The organic phase is separate and washed with saline, dried over anhydrous sodium sulfate, filtered, and concentrated to give the title compound, NMR (300 MHz, CDCl3)... Starting materials: COC(CC=1C(=NN(C1C)CC1=CC=C(C=C1)CSC1=CC=C(C=C1)C(F)(F)F)C)=O ({3,5-Dimethyl-1-[4-(4-trifluoromethyl-phenylsulfanylmethyl)-benzyl]-1H-pyrazol-4-yl}-acetic acid methyl ester), COC(CC=1C(=NN(C1C)CC1=CC=C(C=C1)CSC1=CC=C(C=C1)C(F)(F)F)C)=O ({3,5-Dimethyl-1-[4-(4-trifluoromethyl-phenylsulfanylmethyl)-benzyl]-1H-pyrazol-4-yl}-acetic acid methyl ester), [OH-].[Na+] (NaOH), O (water), Cl (HCl). The solvent is O1CCOCC1 (dioxane). Conditions: temperature 60 celsius, time 2.5 hour. Product: CC1=NN(C(=C1CC(=O)O)C)CC1=CC=C(C=C1)CSC1=CC=C(C=C1)C(F)(F)F ({3,5-Dimethyl-1-[4-(4-trifluoromethyl-phenylsulfanylmethyl)-benzyl]-1H-pyrazol-4-yl}-acetic acid). Reaction SMILES: C[O:2][C:3](=[O:31])[CH2:4][C:5]1[C:6]([CH3:30])=[N:7][N:8]([CH2:11][C:12]2[CH:17]=[CH:16][C:15]([CH2:18][S:19][C:20]3[CH:25]=[CH:24][C:23]([C:26]([F:29])([F:28])[F:27])=[CH:22][CH:21]=3)=[CH:14][CH:13]=2)[C:9]=1[CH3:10].[OH-].[Na+].O.Cl>O1CCOCC1>[CH3:30][C:6]1[C:5]([CH2:4][C:3]([OH:31])=[O:2])=[C:9]([CH3:10])[N:8]([CH2:11][C:12]2[CH:13]=[CH:14][C:15]([CH2:18][S:19][C:20]3[CH:21]=[CH:22][C:23]([C:26]([F:29])([F:28])[F:27])=[CH:24][CH:25]=3)=[CH:16][CH:17]=2)[N:7]=1 |f:1.2|. Reported procedure: {3,5-Dimethyl-1-[4-(4-trifluoromethyl-phenylsulfanylmethyl)-benzyl]-1H-pyrazol-4-yl}-acetic acid methyl ester (intermediate 16.1.3, 80 mg, 0.18 mmol) was dissolved in 2 ml dioxane and aqueous NaOH solution (0.36 ml, 1 M) was added. After stirring for 2.5 h at 60° C. and dilution with water, aqueous HCl solution (0.37 ml, 1 M) was added. The product was isolated by filtration, washed with water and dried under reduced pressure. The reactants are C(C)(=O)OCCCCC[C@H]1[C@H]2[C@@H]3CCC([C@@]3(C)CC[C@@H]2C=2C=CC(=CC2C1)O)=O (7α-(5-acetoxypentyl)-3-hydroxy-estra-1,3,5(10)-trien-17-one), C(C1=CC=CC=C1)Cl (benzyl chloride), C([O-])([O-])=O.[Cs+].[Cs+] (cesium carbonate), [I-].[Na+] (sodium iodide). The solvent is C(C)(=O)OCC (ethyl acetate), O (water), CN(C=O)C (dimethylformamide). Run at time 8 hour. Yields the product C(C)(=O)OCCCCC[C@H]1[C@H]2[C@@H]3CCC([C@@]3(C)CC[C@@H]2C=2C=CC(=CC2C1)OCC1=CC=CC=C1)=O (7α-(5-acetoxypentyl)-3-benzyloxy-estra-1,3,5(10)-trien-17-one). RXN SMILES: [C:1]([O:4][CH2:5][CH2:6][CH2:7][CH2:8][CH2:9][C@@H:10]1[CH2:27][C:26]2[CH:25]=[C:24]([OH:28])[CH:23]=[CH:22][C:21]=2[C@@H:20]2[C@@H:11]1[C@H:12]1[C@@:16]([CH2:18][CH2:19]2)([CH3:17])[C:15](=[O:29])[CH2:14][CH2:13]1)(=[O:3])[CH3:2].[CH2:30](Cl)[C:31]1[CH:36]=[CH:35][CH:34]=[CH:33][CH:32]=1.C(=O)([O-])[O-].[Cs+].[Cs+].[I-].[Na+]>CN(C)C=O.C(OCC)(=O)C.O>[C:1]([O:4][CH2:5][CH2:6][CH2:7][CH2:8][CH2:9][C@@H:10]1[CH2:27][C:26]2[CH:25]=[C:24]([O:28][CH2:30][C:31]3[CH:36]=[CH:35][CH:34]=[CH:33][CH:32]=3)[CH:23]=[CH:22][C:21]=2[C@@H:20]2[C@@H:11]1[C@H:12]1[C@@:16]([CH2:18][CH2:19]2)([CH3:17])[C:15](=[O:29])[CH2:14][CH2:13]1)(=[O:3])[CH3:2] |f:2.3.4,5.6|. Procedure: A solution of 6.5 g of 7α-(5-acetoxypentyl)-3-hydroxy-estra-1,3,5(10)-trien-17-one (Example 1d) in 65 ml of dimethylformamide is mixed with 3.3 ml of benzyl chloride, 8.7 g of cesium carbonate and 400 mg of sodium iodide, and it is stirred overnight at room temperature. The reaction mixture is poured into water, shaken out with ethyl acetate, the organic phase is washed with saturated common salt solution, dried on sodium sulfate and concentrated by evaporation. The residue is chromatographed on... The reactants are C(C)(C)(C)OC(=O)N1CCC(CC1)(C(=O)OC)C(C1=CC(=CC=C1)C)=O (methyl N-tert-butoxycarbonyl-4-(3-methylbenzoyl)piperidine-4-carboxylate), Cl (hydrogen chloride), resultant solution. Run in C(C)(=O)OCC (ethyl acetate). Yields the product Cl.CC=1C=C(C(=O)C2(CCNCC2)C(=O)OC)C=CC1 (Methyl 4-(3-methylbenzoyl)piperidine-4-carboxylate hydrochloride salt). RXN SMILES: C(OC([N:8]1[CH2:13][CH2:12][C:11]([C:18](=[O:26])[C:19]2[CH:24]=[CH:23][CH:22]=[C:21]([CH3:25])[CH:20]=2)([C:14]([O:16][CH3:17])=[O:15])[CH2:10][CH2:9]1)=O)(C)(C)C.[ClH:27]>C(OCC)(=O)C>[ClH:27].[CH3:25][C:21]1[CH:20]=[C:19]([CH:24]=[CH:23][CH:22]=1)[C:18]([C:11]1([C:14]([O:16][CH3:17])=[O:15])[CH2:10][CH2:9][NH:8][CH2:13][CH2:12]1)=[O:26] |f:3.4|. Procedure: A solution of methyl N-tert-butoxycarbonyl-4-(3-methylbenzoyl)piperidine-4-carboxylate (77 mg) in ethyl acetate (10 mL) at 0° C. was saturated with hydrogen chloride gas. The resultant solution was stirred at 0° C. for 2.5 h. The product solution was concentrated under vacuum to provide the title compound. As a reaction SMILES: [CH:1]([C:4]1[N:8]=[C:7]([N:9]2[CH2:14][CH2:13][CH:12]([OH:15])[CH2:11][CH2:10]2)[O:6][N:5]=1)([CH3:3])[CH3:2].[Cl:16][C:17]1[C:22]([CH3:23])=[C:21](Cl)[N:20]=[CH:19][N:18]=1>C1COCC1.CC(C)([O-])C.[K+]>[Cl:16][C:17]1[C:22]([CH3:23])=[C:21]([O:15][CH:12]2[CH2:11][CH2:10][N:9]([C:7]3[O:6][N:5]=[C:4]([CH:1]([CH3:3])[CH3:2])[N:8]=3)[CH2:14][CH2:13]2)[N:20]=[CH:19][N:18]=1 |f:3.4|. The solvent is C1CCOC1 (THF), CC(C)([O-])C.[K+] (potassium-t-butoxide), C1CCOC1 (THF). Reaction conditions: time 10 minute. Yields the product ClC1=NC=NC(=C1C)OC1CCN(CC1)C1=NC(=NO1)C(C)C (4-chloro-6-[1-(3-isopropyl-[1,2,4]oxadiazol-5-yl)-piperidin-4-yloxy]-5-methyl-pyrimidine). The reactants are C(C)(C)C1=NOC(=N1)N1CCC(CC1)O (1-(3-isopropyl-[1,2,4]oxadiazol-5-yl)-piperidin-4-ol), ClC1=NC=NC(=C1C)Cl (4,6-dichloro-5-methylpyrimidine). Yield: 72.3%. Procedure details: To a solution of 1-(3-isopropyl-[1,2,4]oxadiazol-5-yl)-piperidin-4-ol (3.65 g, 17 mmol) and 4,6-dichloro-5-methylpyrimidine (2.83 g, 17 mmol) in THF (70 mL), 1M potassium-t-butoxide in THF (16 mL, 16 mmol) was added dropwise. The mixture was stirred at room temperature for 10 min. The crude mixture was purified by column chromatography on silica gel with hexane/ethyl acetate (3:1 v/v) to provide 4-chloro-6-[1-(3-isopropyl-[1,2,4]oxadiazol-5-yl)-piperidin-4-yloxy]-5-methyl-pyrimidine as a solid (... Reactants: ClC1=CC=C(C=C1)C(C(F)(F)F)=O (4'-Chloro-2,2,2-trifluoroacetophenone), [O-]CC.[Na+] (sodium ethoxide). Reagents/catalysts: [Cl-].C(C1=CC=CC=C1)[P+](C1=CC=CC=C1)(C1=CC=CC=C1)C1=CC=CC=C1 (benzyl-triphenylphosphonium chloride). The product is C1(=CC=CC=C1)C=C(C(F)(F)F)C1=CC=C(C=C1)Cl (1-Phenyl-3,3,3-trifluoro-2-(4-chlorophenyl)-propene). Yield: 68.0%. RXN SMILES: [Cl:1][C:2]1[CH:7]=[CH:6][C:5]([C:8](=O)[C:9]([F:12])([F:11])[F:10])=[CH:4][CH:3]=1.[O-][CH2:15][CH3:16].[Na+]>[Cl-].C([P+](C1C=CC=CC=1)(C1C=CC=CC=1)C1C=CC=CC=1)C1C=CC=CC=1>[C:15]1([CH:16]=[C:8]([C:5]2[CH:6]=[CH:7][C:2]([Cl:1])=[CH:3][CH:4]=2)[C:9]([F:12])([F:11])[F:10])[CH:6]=[CH:7][CH:2]=[CH:3][CH:4]=1 |f:1.2,3.4|. Procedure details: 4'-Chloro-2,2,2-trifluoroacetophenone (R. Fuchs, J. Org. Chem. 22, 993-994 (1957)) is reacted with benzyl-triphenylphosphonium chloride in the presence of an ethanolic solution of sodium ethoxide. The product is crystallized from hexane. 1-Phenyl-3,3,3-trifluoro-2-(4-chlorophenyl)-propene is obtained with a yield of 68%; m.p.: 63-66° C.